Dataset: the Open Reaction Database (ORD), a public repository of structured organic reaction records. Task: describe an organic reaction: reactants, conditions, products, and yield The reactants are [F-].C(CCC)[N+](CCCC)(CCCC)CCCC (tetrabutylammonium fluoride), C1CCOC1 (THF), silyl ether 8-[dimethyl-1,1,2-trimethyl-propyl)-silanyloxy, CN(C(=O)C=1C(=CC=2N(C1)C(=C(N2)C)C)CC[C@H](C2=CC=CC=C2)O)C (7-[(3R)-3-hydroxy-3-phenyl-propyl]-2,3-dimethyl-imidazo[1,2-a]pyridine-6-carboxylic acid dimethylamide), [Cl-].[NH4+] (ammonium chloride), ClCCl (dichloromethane), C1CCOC1 (THF). Run at time 5 hour. Yields the product CN(C(=O)C=1C(=C(C=2N(C1)C(=C(N2)C)C)O)CC[C@H](C2=CC=CC=C2)O)C (8-Hydroxy-7-[(3R)-3-hydroxy-3-phenyl-propyl]-2,3-dimethyl-imidazo[1,2-a]pyridine-6-carboxylic acid dimethylamide). Yield: 86.0%. RXN SMILES: [CH3:1][N:2]([CH3:26])[C:3]([C:5]1[C:6]([CH2:16][CH2:17][C@@H:18]([OH:25])[C:19]2[CH:24]=[CH:23][CH:22]=[CH:21][CH:20]=2)=[CH:7][C:8]2[N:9]([C:11]([CH3:15])=[C:12]([CH3:14])[N:13]=2)[CH:10]=1)=[O:4].[F-].C([N+](CCCC)(CCCC)CCCC)CCC.[Cl-].[NH4+].ClCCl.C1C[O:53]CC1>>[CH3:26][N:2]([CH3:1])[C:3]([C:5]1[C:6]([CH2:16][CH2:17][C@@H:18]([OH:25])[C:19]2[CH:20]=[CH:21][CH:22]=[CH:23][CH:24]=2)=[C:7]([OH:53])[C:8]2[N:9]([C:11]([CH3:15])=[C:12]([CH3:14])[N:13]=2)[CH:10]=1)=[O:4] |f:1.2,3.4|. Procedure details: In a flame-dried flask filled with argon, the silyl ether 8-[dimethyl-1,1,2-trimethyl-propyl)-silanyloxy]-7-[(3R)-3-hydroxy-3-phenyl-propyl]-2,3-dimethyl-imidazo[1,2-a]pyridine-6-carboxylic acid dimethylamide (2.10 g, 4.1 mmol, sample contained 6 mol-% of the (3S)-enantiomer) was dissolved in dry THF (30 ml). At room temperature, a solution of tetrabutylammonium fluoride in THF (1 M, 420 ml, 4.2 mmol) was added slowly. A brown solution was obtained, which was stirred for 5 hours at room temperat... Starting materials: C(CCC)OC1=C(N(C(C2=CC=C(C=C12)F)=O)CC(C)(C)C)CCl (4-butoxy-6-fluoro-3-chloromethyl-2-neopentyl-1(2H)-isoquinolinone), C1(C=2C(C(N1)=O)=CC=CC2)=O.[K] (potassium phthalimide), O (water). Solvent: CN(C=O)C (N,N-dimethylformamide). Yields the product C(CCC)OC1=C(N(C(C2=CC=C(C=C12)F)=O)CC(C)(C)C)CN1C(C2=CC=CC=C2C1=O)=O (2-{(4-butoxy-6-fluoro-2-neopentyl-1-oxo-1,2-dihydro-3-isoquinolinyl)methyl}-1H-isoindole-1,3(2H)-dione). Isolated yield 86.6%. Reaction SMILES: [CH2:1]([O:5][C:6]1[C:15]2[C:10](=[CH:11][CH:12]=[C:13]([F:16])[CH:14]=2)[C:9](=[O:17])[N:8]([CH2:18][C:19]([CH3:22])([CH3:21])[CH3:20])[C:7]=1[CH2:23]Cl)[CH2:2][CH2:3][CH3:4].[C:25]1(=[O:35])[NH:29][C:28](=[O:30])[C:27]2=[CH:31][CH:32]=[CH:33][CH:34]=[C:26]12.[K].O>CN(C)C=O>[CH2:1]([O:5][C:6]1[C:15]2[C:10](=[CH:11][CH:12]=[C:13]([F:16])[CH:14]=2)[C:9](=[O:17])[N:8]([CH2:18][C:19]([CH3:22])([CH3:21])[CH3:20])[C:7]=1[CH2:23][N:29]1[C:25](=[O:35])[C:26]2[C:27](=[CH:31][CH:32]=[CH:33][CH:34]=2)[C:28]1=[O:30])[CH2:2][CH2:3][CH3:4] |f:1.2,^1:35|. Procedure: A solution of 4-butoxy-6-fluoro-3-chloromethyl-2-neopentyl-1(2H)-isoquinolinone (1.59 g, 4.5 mmol) and potassium phthalimide (1.26 g, 6.8 mmol) in N,N-dimethylformamide (20 ml) was stirred at room temperature for 6 h. The reaction mixture was poured into water and extracted with ethyl acetate. After washing the extract with water, the extract was dried over anhydrous magnesium sulfate and concentrated under reduced pressure. The obtained crystals were recrystallized from ethyl acetate-diisopropy... Starting materials: C1CCOC1, [Li]CCCC, CCCCCC, COc1ccc(CBr)cc1, CCOC(C)=O, CCOC(=O)C1CCCC1, CC(C)NC(C)C, [Cl-], [NH4+], O. The product is CCOC(=O)C1(Cc2ccc(OC)cc2)CCCC1. As a reaction SMILES: [CH2:41]1[O:42][CH2:43][CH2:44][CH2:45]1.[CH2:8]([Li:9])[CH2:10][CH2:11][CH3:12].[CH3:13][CH2:14][CH2:15][CH2:16][CH2:17][CH3:18].[CH3:29][O:30][c:31]1[cH:32][cH:33][c:34]([CH2:35][Br:36])[cH:37][cH:38]1.[CH3:47][CH2:48][O:49][C:50](=[O:51])[CH3:52].[CH:19]1([C:24](=[O:25])[O:26][CH2:27][CH3:28])[CH2:20][CH2:21][CH2:22][CH2:23]1.[CH:1]([NH:2][CH:3]([CH3:4])[CH3:5])([CH3:6])[CH3:7].[Cl-:39].[NH4+:40].[OH2:46]>>[C:19]1([C:24](=[O:25])[O:26][CH2:27][CH3:28])([CH2:35][c:34]2[cH:33][cH:32][c:31]([O:30][CH3:29])[cH:38][cH:37]2)[CH2:20][CH2:21][CH2:22][CH2:23]1. Starting materials: C(C=C)(=O)OC (methyl acrylate), OS(=O)(=O)O (H2SO4), C(C=C)(=O)OCCCCCCCC (octyl acrylate), OS(=O)(=O)O (H2SO4). Yields the product C(CCCCCCC)OC(CCS)=O (3-mercaptopropionic acid octyl ester). Isolated yield 80.0%. RXN SMILES: C(OC)(=O)C=C.[C:7]([O:11][CH2:12][CH2:13][CH2:14][CH2:15][CH2:16][CH2:17][CH2:18][CH3:19])(=[O:10])[CH:8]=[CH2:9].O[S:21](O)(=O)=O>>[CH2:12]([O:11][C:7](=[O:10])[CH2:8][CH2:9][SH:21])[CH2:13][CH2:14][CH2:15][CH2:16][CH2:17][CH2:18][CH3:19]. Procedure details: The procedure was as described in Example 1 but in place of methyl acrylate there were employed 184 grams of octyl acrylate and first there were added 250 ml of dilute H2SO4 (4N) and the later 300 ml of dilute H2SO4. After the fractional distillation there were isolated 174.5 grams (corresponding to a yield of 80%) of 3-mercaptopropionic acid octyl ester. The reactants are C(C1=CC=CC=C1)Br (benzyl bromide), N(CCC(=O)N[C@@H]([C@@H](C)CC)C(=O)N[C@@H](C)C(=O)N[C@@H](CC(C)C)C(=O)O)C(=O)OCC1C2=CC=CC=C2C2=CC=CC=C12 (Fmoc-β-Ala-Ile-Ala-Leu), CN(C)C=O (DMF), C([O-])([O-])=O.[Cs+].[Cs+] (cesium carbonate), tetrapeptide. Run in O (water). The product is NCCC(=O)N[C@@H]([C@@H](C)CC)C(=O)N[C@@H](C)C(=O)N[C@@H](CC(C)C)C(=O)OCC1=CC=CC=C1 (β-Ala-Ile-Ala-Leu-OBn). RXN SMILES: [NH:1](C(OCC1C2C(=CC=CC=2)C2C1=CC=CC=2)=O)[CH2:2][CH2:3][C:4]([NH:6][C@H:7]([C:12]([NH:14][C@H:15]([C:17]([NH:19][C@H:20]([C:25]([OH:27])=[O:26])[CH2:21][CH:22]([CH3:24])[CH3:23])=[O:18])[CH3:16])=[O:13])[C@H:8]([CH2:10][CH3:11])[CH3:9])=[O:5].CN(C=O)C.[CH2:50](Br)[C:51]1[CH:56]=[CH:55][CH:54]=[CH:53][CH:52]=1.C(=O)([O-])[O-].[Cs+].[Cs+]>O>[NH2:1][CH2:2][CH2:3][C:4]([NH:6][C@H:7]([C:12]([NH:14][C@H:15]([C:17]([NH:19][C@H:20]([C:25]([O:27][CH2:50][C:51]1[CH:56]=[CH:55][CH:54]=[CH:53][CH:52]=1)=[O:26])[CH2:21][CH:22]([CH3:24])[CH3:23])=[O:18])[CH3:16])=[O:13])[C@H:8]([CH2:10][CH3:11])[CH3:9])=[O:5] |f:3.4.5|. Procedure details: The Fmoc-β-Ala-Ile-Ala-Leu (SEQ ID NO:37), (24.34 g, 0.04 mol) is added into a round bottom flask with DMF (350 mL) and a magnetic stirrer. After the tetrapeptide is dissolved, benzyl bromide (4.76 mL, 0.04 mol), followed by cesium carbonate (13.04 g, 0.04 mol), is added to the solution with stirring. The reaction mixture is stirred at room temperature for 1.5 hrs. Then, the reaction mixture is slowly poured into a flask with 450 mL of iced water. A large amount of white solid precipitates out w... The reactants are BrC=1C=C2C(CC3(CCC(CC3)OC)OC2=CC1)=O (6-bromo-4′-methoxyspiro[chroman-2,1′-cyclohexan]-4-one), C(#N)C=1C=C(C=CC1)B(O)O (3-cyanobenzeneboronic acid), C([O-])([O-])=O.[Cs+].[Cs+] (cesium carbonate). The reagents and catalysts are Cl[Pd]([P](C1=CC=CC=C1)(C2=CC=CC=C2)C3=CC=CC=C3)([P](C4=CC=CC=C4)(C5=CC=CC=C5)C6=CC=CC=C6)Cl (PdCl2(PPh3)2). Solvent: O1CCOCC1.O (Dioxane water). Conditions: temperature 100 celsius. The product is COC1CCC2(CC1)OC1=CC=C(C=C1C(C2)=O)C=2C=C(C#N)C=CC2 (3-(4′-methoxy-4-oxospiro[chroman-2,1′-cyclohexane]-6-yl)benzonitrile). Yield: 62.2%. Reaction SMILES: Br[C:2]1[CH:3]=[C:4]2[C:16](=[CH:17][CH:18]=1)[O:15][C:7]1([CH2:12][CH2:11][CH:10]([O:13][CH3:14])[CH2:9][CH2:8]1)[CH2:6][C:5]2=[O:19].[C:20]([C:22]1[CH:23]=[C:24](B(O)O)[CH:25]=[CH:26][CH:27]=1)#[N:21].C(=O)([O-])[O-].[Cs+].[Cs+]>O1CCOCC1.O.Cl[Pd](Cl)([P](C1C=CC=CC=1)(C1C=CC=CC=1)C1C=CC=CC=1)[P](C1C=CC=CC=1)(C1C=CC=CC=1)C1C=CC=CC=1>[CH3:14][O:13][CH:10]1[CH2:11][CH2:12][C:7]2([CH2:6][C:5](=[O:19])[C:4]3[C:16](=[CH:17][CH:18]=[C:2]([C:26]4[CH:27]=[C:22]([CH:23]=[CH:24][CH:25]=4)[C:20]#[N:21])[CH:3]=3)[O:15]2)[CH2:8][CH2:9]1 |f:2.3.4,5.6,^1:46,65|. Reported procedure: In a μwave vial was placed 6-bromo-4′-methoxyspiro[chroman-2,1′-cyclohexan]-4-one (48 mg, 0.148 mmol), 3-cyanobenzeneboronic acid (28 mg, 0.191 mmol), PdCl2(PPh3)2 (10 mg, 0.014 mmol) and cesium carbonate (121 mg, 0.371 mmol). This solid mixture was dissolved in a Dioxane/water mixture (2.0 mL, 6:1 ratio, respectively). The solution was purged with a N2 stream for 20 seconds. The vessel was placed in the μwave and heated to 100° C. for 5 minutes. After that time, the mixture was filtered through... The reactants are C(C=C)NC(=S)NC1=CC=CC=C1 (N-allyl-N'-phenylthiourea), [I-].ClC1=[N+](C=CC=C1)C (2-chloro-1-methylpyridinium iodide). Run in C(C)N(CC)CC (triethylamine). The product is C(C=C)N=C=NC1=CC=CC=C1 (N-Allyl-N'-phenylcarbodiimide). RXN SMILES: [CH2:1]([NH:4][C:5]([NH:7][C:8]1[CH:13]=[CH:12][CH:11]=[CH:10][CH:9]=1)=S)[CH:2]=[CH2:3].[I-].ClC1C=CC=C[N+]=1C>C(N(CC)CC)C>[CH2:1]([N:4]=[C:5]=[N:7][C:8]1[CH:13]=[CH:12][CH:11]=[CH:10][CH:9]=1)[CH:2]=[CH2:3] |f:1.2|. Reported procedure: 0.77 g of N-allyl-N'-phenylthiourea, 0.97 g of triethylamine und 1.2 g of 2-chloro-1-methylpyridinium iodide are reacted and worked up as described in Example 4. The product is obtained as a pale yellow oil. Starting materials: ClCC(CCCl)O (1,4-dichloro-2-butanol), COC1=CC=C(C=C1)O (4-methoxyphenol). Product: ClCCC(COC1=CC=C(C=C1)OC)O (4-Chloro-1-(4-methoxyphenoxy)-2-butanol). The yield is 42.0%. RXN SMILES: Cl[CH2:2][CH:3]([OH:7])[CH2:4][CH2:5][Cl:6].[CH3:8][O:9][C:10]1[CH:15]=[CH:14][C:13]([OH:16])=[CH:12][CH:11]=1>>[Cl:6][CH2:5][CH2:4][CH:3]([OH:7])[CH2:2][O:16][C:13]1[CH:14]=[CH:15][C:10]([O:9][CH3:8])=[CH:11][CH:12]=1. Procedure: Utilizing the procedure of Preparation 21, 1,4-dichloro-2-butanol was reacted with 4-methoxyphenol to give white title compound, m.p. 65°-68° C. in 42% yield. The recrystallizing solvent was diethyl ether. As a reaction SMILES: [N+:1]([C:4]1[C:12]2[N:11]([CH2:13][CH:14]([OH:16])[CH3:15])[N:10]=[C:9]3[CH2:17][CH2:18][CH2:19][C:7]([C:8]=23)=[CH:6][CH:5]=1)([O-])=O>C(O)C>[NH2:1][C:4]1[C:12]2[N:11]([CH2:13][CH:14]([OH:16])[CH3:15])[N:10]=[C:9]3[CH2:17][CH2:18][CH2:19][C:7]([C:8]=23)=[CH:6][CH:5]=1. Product: NC1=CC=C2C=3C(=NN(C13)CC(C)O)CCC2 (1-(8-Amino-4,5-dihydro-3H-benzo[cd]indazol-1-yl)-propan-2-ol). Solvent: C(C)O (ethanol). The reactants are [N+](=O)([O-])C1=CC=C2C=3C(=NN(C13)CC(C)O)CCC2 (1-(8-Nitro-4,5-dihydro-3H-benzo[cd]indazol-1-yl)-propan-2-ol). Isolated yield 93.0%. Reported procedure: A solution of the product from Step B (0.85, 3.3 mmol) in ethanol was treated as described for Step D of Example 1 to provide a solid (0.71 g, 99%): m.p 129-131° C.; MS (ES) m/z 232 (M+); 1H NMR (DMSO-d6) δ 7.03 (1H, d, J=8.0 Hz), 6.72 (1H, d, J=8.0 Hz), 4.80 (1H, d, J=4.0 Hz), 4.51(2H, brs), 4.01 (3H, m), 2.78 (2H, t, J=6.0 Hz), 2.62 (2H, t, J=6.0 Hz), 2.02 (2H, m), 1.00 (3H, d, J=6.0 Hz). The reactants are C(=C)[Mg]Br (vinyl magnesium bromide), O1CCCC1 (tetrahydrofuran), [C@H]12C(C=C[C@H](O1)CO2)=O (1,6-anhydro-3,4-dideoxy-β-D-glycero-hex-3-enopyranos-2-ulose). Solvent: C(C)(=O)OCC (ethyl acetate). Reaction conditions: temperature 0 celsius, time 30 minute. Product: C(=C)[C@]1([C@H]2O[C@@H](C=C1)CO2)O (1,6-anhydro-3,4-dideoxy-2-C-vinyl-β-D-threo-hex-3-enopyranose). Isolated yield 73.6%. Reaction SMILES: [CH:1]([Mg]Br)=[CH2:2].O1CCCC1.[C@@H:10]12[O:17][CH2:16][C@@H:14]([O:15]1)[CH:13]=[CH:12][C:11]2=[O:18]>C(OCC)(=O)C>[CH:1]([C@:11]1([OH:18])[CH:12]=[CH:13][C@H:14]2[CH2:16][O:17][C@@H:10]1[O:15]2)=[CH2:2]. Reported procedure: 9.5 ml (1 mol) of vinyl magnesium bromide was gradually added to 50 ml of a dry tetrahydrofuran solution containing 1 g of 1,6-anhydro-3,4-dideoxy-β-D-glycero-hex-3-enopyranos-2-ulose under stirring at 0° C. under an inert atmosphere of nitrogen gas. 30 minutes later, the ice bath was removed, and stirring was further continued for 30 minutes at room temperature. Completion of the reaction was confirmed by thin layer chromatography, and then a small amount of water was added to inactivate any ex...